Task: describe an organic reaction: reactants, conditions, products, and yield. Dataset: the Open Reaction Database (ORD), a public repository of structured organic reaction records Reactants: CC(C)(C)O, CCOC(=O)c1[nH]c2cc(Cl)ccc2c1C=O, CC=C(C)C, [O-][Cl+][O-], [Na+]. Yields the product CCOC(=O)c1[nH]c2cc(Cl)ccc2c1C(=O)O. RXN SMILES: [C:27]([OH:28])([CH3:29])([CH3:30])[CH3:31].[CH2:1]([CH3:2])[O:3][C:4](=[O:5])[c:6]1[nH:7][c:8]2[cH:9][c:10]([Cl:17])[cH:11][cH:12][c:13]2[c:14]1[CH:15]=[O:16].[CH3:18][C:19](=[CH:20][CH3:21])[CH3:22].[Cl+:23]([O-:24])[O-:25].[Na+:26]>>[CH2:1]([CH3:2])[O:3][C:4](=[O:5])[c:6]1[nH:7][c:8]2[cH:9][c:10]([Cl:17])[cH:11][cH:12][c:13]2[c:14]1[C:15](=[O:16])[OH:24].